Dataset: the Open Reaction Database (ORD), a public repository of structured organic reaction records. Task: describe an organic reaction: reactants, conditions, products, and yield Reactants: CC1=CC=2NC=NS(C2N=C1)(=O)=O (6-METHYL-4H-PYRIDO[3,2-e][1,2,4]THIADIAZINE 1,1-DIOXIDE), C([O-])([O-])=O.[K+].[K+] (potassium carbonate), C1(=CC=C(C=C1)S(=O)(=O)OC)C (methyl p-toluenesulfonate). Solvent: C(C)#N (acetonitrile), O (water). Product: CN1C=NS(C2=C1C=C(C=N2)C)(=O)=O (4,6-DIMETHYL-4H-PYRIDO[3,2-e][1,2,4]THIADIAZINE 1,1-DIOXIDE). RXN SMILES: [CH3:1][C:2]1[CH:11]=[N:10][C:9]2[S:8](=[O:13])(=[O:12])[N:7]=[CH:6][NH:5][C:4]=2[CH:3]=1.[C:14](=O)([O-])[O-].[K+].[K+].C1(C)C=CC(S(OC)(=O)=O)=CC=1>C(#N)C.O>[CH3:14][N:5]1[C:4]2[CH:3]=[C:2]([CH3:1])[CH:11]=[N:10][C:9]=2[S:8](=[O:13])(=[O:12])[N:7]=[CH:6]1 |f:1.2.3|. Procedure details: A solution of 0.6 g of 6-methyl-4H-pyrido[3,2-e][1,2,4]thiadiazine 1,1-dioxide (Example 75) in 15 cm3 of acetonitrile is treated with 2.5 g of potassium carbonate and 0.9 g of methyl p-toluenesulfonate. After refluxing for 16 hours, the solvent is removed under partial vacuum and the solid obtained is taken up in 15 cm3 of water. The precipitate is collected on a filter, washed with water and dried. Starting materials: O=C1CCC(=O)N1Br, O=C(OOC(=O)c1ccccc1)c1ccccc1, ClC(Cl)(Cl)Cl, COP(=O)(OC)c1cc(-c2ccc(C)cc2)ccc1OC(C)C1CCCC1, O. Product: COP(=O)(OC)c1cc(-c2ccc(CBr)cc2)ccc1OC(C)C1CCCC1. RXN SMILES: [Br:28][N:29]1[C:30](=[O:31])[CH2:32][CH2:33][C:34]1=[O:35].[C:36]([O:37][O:38][C:39](=[O:40])[c:41]1[cH:42][cH:43][cH:44][cH:45][cH:46]1)(=[O:47])[c:48]1[cH:49][cH:50][cH:51][cH:52][cH:53]1.[C:55]([Cl:56])([Cl:57])([Cl:58])[Cl:59].[CH3:1][O:2][P:3]([O:4][CH3:5])(=[O:6])[c:7]1[cH:8][c:9](-[c:21]2[cH:22][cH:23][c:24]([CH3:27])[cH:25][cH:26]2)[cH:10][cH:11][c:12]1[O:13][CH:14]([CH3:15])[CH:16]1[CH2:17][CH2:18][CH2:19][CH2:20]1.[OH2:54]>>[CH3:1][O:2][P:3]([O:4][CH3:5])(=[O:6])[c:7]1[cH:8][c:9](-[c:21]2[cH:22][cH:23][c:24]([CH2:27][Br:28])[cH:25][cH:26]2)[cH:10][cH:11][c:12]1[O:13][CH:14]([CH3:15])[CH:16]1[CH2:17][CH2:18][CH2:19][CH2:20]1. The reactants are Cl (hydrochloric acid), C(C1=CC=CC=C1)SC1=NN(C2=CC=C(C=C12)C1OCCO1)COCC[Si](C)(C)C (3-(Benzylsulfanyl)-5-(1,3-dioxolan-2-yl)-1-{[2-(trimethylsilyl)ethoxy]methyl}-1H-indazole), Cl (hydrochloric acid). Run in C(C)O (ethanol). Run at temperature 90 celsius, time 3 hour. Yields the product C(C1=CC=CC=C1)SC1=NNC2=CC=C(C=C12)C=O (3-(Benzylsulfanyl)-1H-indazole-5-carbaldehyde). RXN SMILES: [CH2:1]([S:8][C:9]1[C:17]2[C:12](=[CH:13][CH:14]=[C:15]([CH:18]3OCC[O:19]3)[CH:16]=2)[N:11](COCC[Si](C)(C)C)[N:10]=1)[C:2]1[CH:7]=[CH:6][CH:5]=[CH:4][CH:3]=1.Cl>C(O)C>[CH2:1]([S:8][C:9]1[C:17]2[C:12](=[CH:13][CH:14]=[C:15]([CH:18]=[O:19])[CH:16]=2)[NH:11][N:10]=1)[C:2]1[CH:3]=[CH:4][CH:5]=[CH:6][CH:7]=1. Reported procedure: The product mixture obtained in Example 7A was dissolved in ethanol (4 ml), treated with 3 N hydrochloric acid (1 ml) and heated to 90° C. for 4 h. After this time, 3 N hydrochloric acid (0.2 ml) was again added, and heating was continued for 3 h. The mixture was evaporated to dryness, and the crude product thus obtained was used in the next step without further purification. Reactants: FC1=CC=C(C#N)C=C1 (4-Fluorobenzonitrile), CN(C=O)C (dimethylformamide), CN1CCNCCC1 (N-Methylhomopiperazine). Reaction conditions: temperature 90 celsius. Yields the product CN1CCN(CCC1)C1=CC=C(C(=O)N)C=C1 (4-(4-Methyl[1,4]diazepan-1-yl)benzamide). The yield is 38.0%. Reaction SMILES: F[C:2]1[CH:9]=[CH:8][C:5]([C:6]#[N:7])=[CH:4][CH:3]=1.[CH3:10][N:11]1[CH2:17][CH2:16][CH2:15][NH:14][CH2:13][CH2:12]1.CN(C)C=[O:21]>>[CH3:10][N:11]1[CH2:17][CH2:16][CH2:15][N:14]([C:2]2[CH:9]=[CH:8][C:5]([C:6]([NH2:7])=[O:21])=[CH:4][CH:3]=2)[CH2:13][CH2:12]1. Procedure: 4-Fluorobenzonitrile (5 g, 41 mmol, 1 eq.) and 35 mL of dimethylformamide are placed in a 100 mL round-bottomed flask. N-Methylhomopiperazine (5.18 g, 45 mmol, 1.1 eq.) is added to this solution. The solution is heated at a temperature in the region of 90° C. for 36 hours and the solvent is then evaporated to dryness. The residue is diluted with 150 mL of ethyl acetate and 30 mL of water. The aqueous phase is extracted with ethyl acetate and the combined organic phases are dried over magnesium s...